This data is from the Open Reaction Database (ORD), a public repository of structured organic reaction records. The task is: describe an organic reaction: reactants, conditions, products, and yield The reactants are O=CC1=CC=C(C=C1)C(F)(F)F. The reagents and catalysts are O1BOC(C)(C)C1(C)C, N1=CC=CC2=CC=CC(N)=C12, O1B(OC(C)(C)C1(C)C)B2OC(C)(C)C(O2)(C)C, NC(C)(C)C, C[OH2+].C[OH2+].C1CC=CCCC=C1.C1CC=CCCC=C1.[Ir].[Ir]. The solvent is O1CCCC1. Conditions: temperature 90 celsius, time 12 hour. Product: O=CC1=CC=C(C=C1B2OC(C)(C)C(O2)(C)C)C(F)(F)F. Yield: 86.0%.